From a dataset of the Open Reaction Database (ORD), a public repository of structured organic reaction records. describe an organic reaction: reactants, conditions, products, and yield Reactants: C(C)OCC (diethyl ether), O.NN (Hydrazine hydrate), C(C)(=O)NC1=NN(C=C1[N+](=O)[O-])CC(=O)NC1=CC(=CC=C1)F (2-[3-(acetylamino)-4-nitro-1H-pyrazol-1-yl]-N-(3-fluorophenyl)acetamide). Reagents/catalysts: [Pd] (palladium on carbon). The solvent is CC(=O)N(C)C (dimethylacetamide), CO (methanol). Reaction conditions: temperature 75 celsius, time 20 minute. The product is C(C)(=O)NC1=NN(C=C1N)CC(=O)NC1=CC(=CC=C1)F (2-[3-(acetylamino)-4-amino-1H-pyrazol-1-yl]-N-(3-fluorophenyl)acetamide). The yield is 95.4%. As a reaction SMILES: O.NN.[C:4]([NH:7][C:8]1[C:12]([N+:13]([O-])=O)=[CH:11][N:10]([CH2:16][C:17]([NH:19][C:20]2[CH:25]=[CH:24][CH:23]=[C:22]([F:26])[CH:21]=2)=[O:18])[N:9]=1)(=[O:6])[CH3:5].C(OCC)C>CC(N(C)C)=O.CO.[Pd]>[C:4]([NH:7][C:8]1[C:12]([NH2:13])=[CH:11][N:10]([CH2:16][C:17]([NH:19][C:20]2[CH:25]=[CH:24][CH:23]=[C:22]([F:26])[CH:21]=2)=[O:18])[N:9]=1)(=[O:6])[CH3:5] |f:0.1|. Procedure: Hydrazine hydrate (43.6 μl, 0.9 mmol) was slowly added to a solution of 2-[3-(acetylamino)-4-nitro-1H-pyrazol-1-yl]-N-(3-fluorophenyl)acetamide (0.145 g, 0.45 mmol) in a mixture of dimethylacetamide (3 ml) and methanol (3 ml) in the presence of 10% palladium on carbon (0.030 g). The mixture was stirred at 75° C. for 20 minutes and then allowed to cool. The mixture was filtered through Celite and the residue washed with methanol. The filtrate was evaporated and the residue triturated with a 1:2 m... Starting materials: ClC=1C=CC=C2C(=CC=C(C12)C(=O)N(C)C)OC (8-chloro-4-methoxy-N,N-dimethyl-1-naphthamide), B(Br)(Br)Br (BBr3). Solvent: C(Cl)Cl (DCM), C(Cl)Cl (DCM). Reaction conditions: time 2 hour. Yields the product ClC=1C=CC=C2C(=CC=C(C12)C(=O)N(C)C)O (8-Chloro-4-hydroxy-N,N-dimethyl-1-naphthamide). Isolated yield 93.8%. RXN SMILES: [Cl:1][C:2]1[CH:3]=[CH:4][CH:5]=[C:6]2[C:11]=1[C:10]([C:12]([N:14]([CH3:16])[CH3:15])=[O:13])=[CH:9][CH:8]=[C:7]2[O:17]C.B(Br)(Br)Br>C(Cl)Cl>[Cl:1][C:2]1[CH:3]=[CH:4][CH:5]=[C:6]2[C:11]=1[C:10]([C:12]([N:14]([CH3:15])[CH3:16])=[O:13])=[CH:9][CH:8]=[C:7]2[OH:17]. Procedure details: 8-chloro-4-methoxy-N,N-dimethyl-1-naphthamide (step-5 intermediate) (0.5 g, 1.90 mmol) in DCM (15 mL) was cooled to −78° C. Then, BBr3 (0.72 mL, 7.58 mmol) in DCM (7.5 mL) was added dropwise to the mixture at −78° C. The reaction mixture was warmed to RT and stirred for 2 h, and quenched with brine solution. The aqueous layer was extracted with DCM, and the combined organic layer was washed with, water, brine, dried over Na2SO4 and filtered. The solvent was evaporated to provide the desired phen... Reaction SMILES: [C:1]1([C:7]2[CH:16]=[C:15]([CH:17]([OH:25])[CH2:18][CH:19]3[CH2:24][CH2:23][NH:22][CH2:21][CH2:20]3)[C:14]3[C:9](=[CH:10][CH:11]=[CH:12][CH:13]=3)[N:8]=2)[CH:6]=[CH:5][CH:4]=[CH:3][CH:2]=1.CI.[C:28](=O)([O-])[O-].[K+].[K+].O>CN(C)C=O.C1(C)C=CC=CC=1>[CH3:28][N:22]1[CH2:23][CH2:24][CH:19]([CH2:18][CH:17]([C:15]2[C:14]3[C:9](=[CH:10][CH:11]=[CH:12][CH:13]=3)[N:8]=[C:7]([C:1]3[CH:2]=[CH:3][CH:4]=[CH:5][CH:6]=3)[CH:16]=2)[OH:25])[CH2:20][CH2:21]1 |f:2.3.4|. Conditions: time 2 hour. Reported procedure: A mixture of 2.55 g of 1-(2-phenyl-4-quinolyl)-2-(4-piperidyl)-ethanol (racemic), 1.1 g of methyl iodide and 0.6 g of potassium carbonate in 20 ml of dimethylformamide was stirred for 2 hours at the ambient temperature. 20 ml of water and 30 ml of toluene were then added. The organic phase was separated, wahsed with water, dried over magnesium sulfate and evaporated under reduced pressure. 1 g of crude product was obtained which was fixed on a column of silica gel. The elution was effected with ... Solvent: C1(=CC=CC=C1)C (toluene), CN(C=O)C (dimethylformamide). Yields the product CN1CCC(CC1)CC(O)C1=CC(=NC2=CC=CC=C12)C1=CC=CC=C1 (2-(1-methyl-4-piperidyl)-1-(2-phenyl-4-quinolyl)-ethanol). Isolated yield 37.9%. The reactants are O (water), C1(=CC=CC=C1)C1=NC2=CC=CC=C2C(=C1)C(CC1CCNCC1)O (1-(2-phenyl-4-quinolyl)-2-(4-piperidyl)-ethanol), CI (methyl iodide), C([O-])([O-])=O.[K+].[K+] (potassium carbonate). Starting materials: O=C([O-])[O-], COCCBr, CN(C)C=O, [K+], [K+], Cc1ccc(-c2c(O)nn(C)c2N)cc1. The product is COCCOc1nn(C)c(N)c1-c1ccc(C)cc1. RXN SMILES: [C:16](=[O:17])([O-:18])[O-:19].[CH3:22][O:23][CH2:24][CH2:25][Br:26].[CH3:27][N:28]([CH3:29])[CH:30]=[O:31].[K+:20].[K+:21].[NH2:1][c:2]1[c:3](-[c:9]2[cH:10][cH:11][c:12]([CH3:15])[cH:13][cH:14]2)[c:4]([OH:8])[n:5][n:6]1[CH3:7]>>[NH2:1][c:2]1[c:3](-[c:9]2[cH:10][cH:11][c:12]([CH3:15])[cH:13][cH:14]2)[c:4]([O:8][CH2:25][CH2:24][O:23][CH3:22])[n:5][n:6]1[CH3:7]. Reactants: ClC=1C=C(C=CC1)NC(=O)NC(CCCC)CO (1-(3-Chloro-phenyl)-3-(1-hydroxymethyl-pentyl)-urea), O=P(Cl)(Cl)Cl (POCl3). Run at time 8 hour. The product is C(CCC)C1N=C(OC1)NC1=CC(=CC=C1)Cl ((4-Butyl-4,5-dihydro-oxazol-2-yl)-(3-chloro-phenyl)-amine). RXN SMILES: [Cl:1][C:2]1[CH:3]=[C:4]([NH:8][C:9]([NH:11][CH:12]([CH2:17][OH:18])[CH2:13][CH2:14][CH2:15][CH3:16])=O)[CH:5]=[CH:6][CH:7]=1.O=P(Cl)(Cl)Cl>>[CH2:13]([CH:12]1[CH2:17][O:18][C:9]([NH:8][C:4]2[CH:5]=[CH:6][CH:7]=[C:2]([Cl:1])[CH:3]=2)=[N:11]1)[CH2:14][CH2:15][CH3:16]. Procedure: Compound 978 (50 mg) was treated with POCl3 (1.0 mL). This was stirred overnight. The solvent was removed via reduced pressure distillation. The residue was washed with aqueous sodium bicarbonate and then dissolved in EtOAc. The solvent was dried, filtered and evaporated. The residue was dissolved in acetone (1 mL) and refluxed with water (2 mL) for 1.5 hrs. The solution was extracted with EtOAc, the organic layer evaporated and the residue chromatographed on silica to give the target compound. ... Starting materials: CS(=O)(=O)OCCCCCCCOC[C@@H]1OCCC[C@H]1OCCCCCCCCCCCCCCCC (7-(trans-3-hexadecyloxytetrahydropyran-2-ylmethoxy)heptyl methanesulfonate), S1C=NC=C1 (thiazole). Run in C1(=CC=CC=C1)C (toluene). Reaction conditions: time 5 day. Product: CS(=O)(=O)[O-].C(CCCCCCCCCCCCCCC)O[C@H]1[C@@H](OCCC1)COCCCCCCC[N+]1=CSC=C1 (3-[7-(trans-3-Hexadecyloxytetrahydropyran-2-ylmethoxy)heptyl]thiazolium methanesulfonate). RXN SMILES: [CH3:1][S:2]([O:5][CH2:6][CH2:7][CH2:8][CH2:9][CH2:10][CH2:11][CH2:12][O:13][CH2:14][C@H:15]1[C@H:20]([O:21][CH2:22][CH2:23][CH2:24][CH2:25][CH2:26][CH2:27][CH2:28][CH2:29][CH2:30][CH2:31][CH2:32][CH2:33][CH2:34][CH2:35][CH2:36][CH3:37])[CH2:19][CH2:18][CH2:17][O:16]1)(=[O:4])=[O:3].[S:38]1[CH:42]=[CH:41][N:40]=[CH:39]1>C1(C)C=CC=CC=1>[CH3:1][S:2]([O-:5])(=[O:4])=[O:3].[CH2:22]([O:21][C@@H:20]1[CH2:19][CH2:18][CH2:17][O:16][C@H:15]1[CH2:14][O:13][CH2:12][CH2:11][CH2:10][CH2:9][CH2:8][CH2:7][CH2:6][N+:40]1[CH:41]=[CH:42][S:38][CH:39]=1)[CH2:23][CH2:24][CH2:25][CH2:26][CH2:27][CH2:28][CH2:29][CH2:30][CH2:31][CH2:32][CH2:33][CH2:34][CH2:35][CH2:36][CH3:37] |f:3.4|. Reported procedure: 1.20 g of the methanesulfonate [prepared as described in step (a) above] and 1.56 ml of thiazole were dissolved in 3 ml of toluene, and the solution was stirrd on an oil bath kept at 70° C. for 5 days. At the end of this time, the mixture was allowed to cool, the solvent was distilled off under reduced pressure, and the residue was subjected to column chromatography through 40 g of silica gel. 0.741 g of the title compound was obtained as a viscous oil from the fractions eluted with a 60:35:5 by...